Dataset: the Open Reaction Database (ORD), a public repository of structured organic reaction records. Task: describe an organic reaction: reactants, conditions, products, and yield The reactants are [F-].C(CCC)[N+](CCCC)(CCCC)CCCC (tetrabutylammonium fluoride), [Si](C)(C)(C(C)(C)C)OC1CC(=C(C1)C)CC=C ((RS)-3-allyl-4-methyl-3-cyclopenten-1-yl (t-butyldimethylsilyl) ether), ice water. Run in O1CCCC1 (tetrahydrofuran), O1CCCC1 (tetrahydrofuran). Run at time 6 hour. Product: C(C=C)C=1CC(CC1C)O ((RS)-3-allyl-4-methyl-3-cyclopenten-1-ol). Isolated yield 53.0%. RXN SMILES: [Si]([O:8][CH:9]1[CH2:13][C:12]([CH3:14])=[C:11]([CH2:15][CH:16]=[CH2:17])[CH2:10]1)(C(C)(C)C)(C)C.[F-].C([N+](CCCC)(CCCC)CCCC)CCC>O1CCCC1>[CH2:15]([C:11]1[CH2:10][CH:9]([OH:8])[CH2:13][C:12]=1[CH3:14])[CH:16]=[CH2:17] |f:1.2|. Reported procedure: To a solution of 2 g of (RS)-3-allyl-4-methyl-3-cyclopenten-1-yl (t-butyldimethylsilyl) ether in 20 g of tetrahydrofuran was added under ice-cooling 16 ml of 1 M tetrahydrofuran solution of tetrabutylammonium fluoride, and the resulting mixture was stirred at room temperature for 6 hours. Then the reaction liquid was poured into ice water and extracted with diethyl ether. The ether layer was washed with saturated aqueous sodium chloride solution, then dried over anhydrous magnesium sulfate and t... The reactants are FC1=C(COC2OCCCC2)C=CC(=C1)OC1=CC=CC=C1 (2-(2-fluoro-4-phenoxy-benzyloxy)-tetrahydro-pyran), CO (methanol), O.C1(=CC=C(C=C1)S(=O)(=O)O)C (p-toluenesulfonic acid monohydrate). Run in CCOC(=O)C (EtOAc). Reaction conditions: time 16 hour. Product: FC1=C(C=CC(=C1)OC1=CC=CC=C1)CO ((2-Fluoro-4-phenoxy-phenyl)-methanol). Yield: 95.0%. As a reaction SMILES: [F:1][C:2]1[CH:15]=[C:14]([O:16][C:17]2[CH:22]=[CH:21][CH:20]=[CH:19][CH:18]=2)[CH:13]=[CH:12][C:3]=1[CH2:4][O:5]C1CCCCO1.CO.O.C1(C)C=CC(S(O)(=O)=O)=CC=1>CCOC(C)=O>[F:1][C:2]1[CH:15]=[C:14]([O:16][C:17]2[CH:22]=[CH:21][CH:20]=[CH:19][CH:18]=2)[CH:13]=[CH:12][C:3]=1[CH2:4][OH:5] |f:2.3|. Reported procedure: Mix under nitrogen atmosphere 2-(2-fluoro-4-phenoxy-benzyloxy)-tetrahydro-pyran (2.05 g, 6.8 mmol), methanol (60 mL) and p-toluenesulfonic acid monohydrate (260 mg, 1.35 mmol). Stir at ambient temperature for 16 h. Dilute with EtOAc. Wash with saturated aqueous NaHCO3. Separate the organic layer, dry over Na2SO4 and concentrate in vacuo to give the desired intermediate (1.41 g, 95%). MS (ES+) m/z: 201 (M−OH)+. Reactants: C([O-])([O-])=O.[Na+].[Na+] (sodium carbonate), ClCl (chlorine), C(C1=CC=CC=C1)(=O)Cl (benzoyl chloride), N1CCC2=CC=CC=C12 (indoline), [OH-].[Na+] (sodium hydroxide). The solvent is O (water), O (water), O (water), C(Cl)(Cl)Cl (chloroform). Product: ClC=1C=C2CCN(C2=CC1)C(C1=CC=CC=C1)=O (5-chloro-1-benzoyl-indoline). RXN SMILES: [NH:1]1[C:9]2[C:4](=[CH:5][CH:6]=[CH:7][CH:8]=2)[CH2:3][CH2:2]1.[OH-].[Na+].[C:12](Cl)(=[O:19])[C:13]1[CH:18]=[CH:17][CH:16]=[CH:15][CH:14]=1.C(=O)([O-])[O-].[Na+].[Na+].[Cl:27]Cl>O.C(Cl)(Cl)Cl>[Cl:27][C:6]1[CH:5]=[C:4]2[C:9](=[CH:8][CH:7]=1)[N:1]([C:12](=[O:19])[C:13]1[CH:18]=[CH:17][CH:16]=[CH:15][CH:14]=1)[CH2:2][CH2:3]2 |f:1.2,4.5.6|. Procedure details: A mixture of 714 g (6 moles) of indoline and 1500 ml of chloroform and 528 g (6.6 moles) of aqueous sodium hydroxide solution (50%) was stirred at 20° to 30° C. while adding 928 g (6.6 moles) of benzoyl chloride thereto and the mixture was stirred for one hour after which 300 ml of water and 351 g (3.3 moles) of sodium carbonate were added thereto. 468.5 g (6.6 moles) of chlorine were added to the mixture with vigorous stirring and water cooling over 51/2 hours to keep the temperature below 30° ...